Dataset: the Open Reaction Database (ORD), a public repository of structured organic reaction records. Task: describe an organic reaction: reactants, conditions, products, and yield The yield is 87.0%. Reactants: C1(=CC=CC=C1)C1=C(CN(CC1)C(=O)OC(C)(C)C)C(=O)OCC (1-tert-Butyl 3-ethyl 4-phenyl-5,6-dihydropyridin-1,3(2H)-dicarboxylate), [OH-].[Na+] (sodium hydroxide). Reported procedure: 1-tert-Butyl 3-ethyl 4-phenyl-5,6-dihydropyridin-1,3(2H)-dicarboxylate (7.07 g) was dissolved in ethanol (50 ml), and thereto was added 1M aqueous sodium hydroxide solution (50 ml), and the mixture was refluxed for 2 hours. The reaction solution was concentrated under reduced pressure, and thereto was added 1M aqueous sodium hydroxide solution and ethyl acetate for separation. To the organic layer was added 1M aqueous sodium hydroxide solution for separation, and the aqueous layers were combined... Yields the product C(C)(C)(C)OC(=O)N1CC(=C(CC1)C1=CC=CC=C1)C(=O)O (1-(tert-Butoxycarbonyl)-4-phenyl-1,2,5,6-tetrahydropyridin-3-carboxylic acid). As a reaction SMILES: [C:1]1([C:7]2[CH2:12][CH2:11][N:10]([C:13]([O:15][C:16]([CH3:19])([CH3:18])[CH3:17])=[O:14])[CH2:9][C:8]=2[C:20]([O:22]CC)=[O:21])[CH:6]=[CH:5][CH:4]=[CH:3][CH:2]=1.[OH-].[Na+]>C(O)C>[C:16]([O:15][C:13]([N:10]1[CH2:11][CH2:12][C:7]([C:1]2[CH:6]=[CH:5][CH:4]=[CH:3][CH:2]=2)=[C:8]([C:20]([OH:22])=[O:21])[CH2:9]1)=[O:14])([CH3:19])([CH3:17])[CH3:18] |f:1.2|. Solvent: C(C)O (ethanol). The reactants are Cl (HCl), FC=1C=C(C=CC1)Br (3-Fluorobromobenzene), C(CCCCCC)C1CCC(CC1)=O (4-heptylcyclohexanone), [Mg] (magnesium). The solvent is C(C)(=O)OCC (ethyl acetate), C1CCOC1 (THF), C1CCOC1 (THF), C1CCOC1 (THF). Conditions: temperature 50 celsius, time 60 minute. Product: C(CCCCCC)C1CCC(CC1)(O)C1=CC(=CC=C1)F (4-heptyl-1-(3-fluorophenyl)-cyclohexanol). Isolated yield 107.4%. As a reaction SMILES: [Mg].[F:2][C:3]1[CH:4]=[C:5](Br)[CH:6]=[CH:7][CH:8]=1.[CH2:10]([CH:17]1[CH2:22][CH2:21][C:20](=[O:23])[CH2:19][CH2:18]1)[CH2:11][CH2:12][CH2:13][CH2:14][CH2:15][CH3:16].Cl>C1COCC1.C(OCC)(=O)C>[CH2:10]([CH:17]1[CH2:18][CH2:19][C:20]([C:5]2[CH:6]=[CH:7][CH:8]=[C:3]([F:2])[CH:4]=2)([OH:23])[CH2:21][CH2:22]1)[CH2:11][CH2:12][CH2:13][CH2:14][CH2:15][CH3:16]. Procedure: Well-dried magnesium (8.3 g) and THF (20 ml) were put in a reaction vessel under a nitrogen atmosphere, and heated to 50° C. 3-Fluorobromobenzene (8) (60.0 g) dissolved in THF (300 ml) was slowly added dropwise thereto in the temperature range of 40° C. to 60° C., and the mixture was stirred for another 60 minutes. Then, 4-heptylcyclohexanone (9) (50.0 g) dissolved in THF (150 ml) was slowly added dropwise thereto in the temperature range of 50° C. to 60° C., and the mixture was stirred for anot...